Dataset: the Open Reaction Database (ORD), a public repository of structured organic reaction records. Task: describe an organic reaction: reactants, conditions, products, and yield The reactants are C1(CC1)CBr (Cyclopropylmethyl bromide), C(C)(=O)O[C@H]1C[C@@H]2CC[C@H]3[C@@H]4C[C@@H]([C@@H]([C@@]4(C)CC[C@@H]3[C@]2(C[C@@H]1N1CCOCC1)C)OC(C)=O)N1CCCC1 ((2β,3α,5α,16β,17β)-2-(4-morpholinyl)-16-(1-pyrrolidinyl)-androstane-3,17-diol diacetate). Run in C(C)#N (acetonitrile). Yields the product [Br-].C(C)(=O)O[C@H]1C[C@H]2CC[C@H]3[C@@H]4C[C@H]([C@@H]([C@@]4(C)CC[C@@H]3[C@]2(C[C@@H]1N1CCOCC1)C)OC(C)=O)[N+]1(CCCC1)CC1CC1 (1-[(2β,3α,5β,16α,17β)-3,17-bis(acetyloxy)-2-(4-morpholinyl)-androstan-16-yl]-1-(cyclopropylmethyl)pyrrolidinium bromide). RXN SMILES: [CH:1]1([CH2:4][Br:5])[CH2:3][CH2:2]1.[C:6]([O:9][C@@H:10]1[C@@H:27]([N:28]2[CH2:33][CH2:32][O:31][CH2:30][CH2:29]2)[CH2:26][C@@:25]2([CH3:34])[C@@H:12]([CH2:13][CH2:14][C@@H:15]3[C@@H:24]2[CH2:23][CH2:22][C@@:20]2([CH3:21])[C@H:16]3[CH2:17][C@H:18]([N:39]3[CH2:43][CH2:42][CH2:41][CH2:40]3)[C@@H:19]2[O:35][C:36](=[O:38])[CH3:37])[CH2:11]1)(=[O:8])[CH3:7]>C(#N)C>[Br-:5].[C:6]([O:9][C@@H:10]1[C@@H:27]([N:28]2[CH2:33][CH2:32][O:31][CH2:30][CH2:29]2)[CH2:26][C@@:25]2([CH3:34])[C@H:12]([CH2:13][CH2:14][C@@H:15]3[C@@H:24]2[CH2:23][CH2:22][C@@:20]2([CH3:21])[C@H:16]3[CH2:17][C@@H:18]([N+:39]3([CH2:4][CH:1]4[CH2:3][CH2:2]4)[CH2:40][CH2:41][CH2:42][CH2:43]3)[C@@H:19]2[O:35][C:36](=[O:38])[CH3:37])[CH2:11]1)(=[O:8])[CH3:7] |f:3.4|. Reported procedure: Cyclopropylmethyl bromide (1.0 ml) was added to a solution of (2β,3α,5α,16β,17β)-2-(4-morpholinyl)-16-(1-pyrrolidinyl)-androstane-3,17-diol diacetate (2.0 g) in acetonitrile (20 ml) and the solution was heated under reflux for 14 d. Evaporation of the reaction mixture to dryness under reduced pressure gave a pale brown solid (2.30 g), which was crystallised from dichloro-methanediethyl ether to remove most of the unreacted starting material. Further purification, by chromatography on alumina as ...